From a dataset of the Open Reaction Database (ORD), a public repository of structured organic reaction records. describe an organic reaction: reactants, conditions, products, and yield Reactants: COC1=CC=C(CO)C=C1 (4-Methoxybenzylalcohol), Cl (HCl). Run at time 2 hour. Product: COC1=CC=C(CCl)C=C1 (4-Methoxybenzylchloride). As a reaction SMILES: [CH3:1][O:2][C:3]1[CH:10]=[CH:9][C:6]([CH2:7]O)=[CH:5][CH:4]=1.[ClH:11]>>[CH3:1][O:2][C:3]1[CH:10]=[CH:9][C:6]([CH2:7][Cl:11])=[CH:5][CH:4]=1. Procedure: 4-Methoxybenzylalcohol (50 g, 0.36 mol) (Aldrich) was added dropwise to 100 mL of conc. HCl and stirred vigorously for 2 h at rt. The reaction mixture was extracted four times with Et2O, the Et2O extracts were combined, washed with brine, dried (Na2SO4), and concentrated. The yellow oil was distilled at 70°-73° C. (0.2 mmHg) to give 52 g (93%) as a colorless oil: 1H NMR (CDCl3) d 3.85 (s, 3H, OCH3), 4.62 (s, 2H, CH2Cl), 6.91-6.93 (d, 2H, J=8 Hz, ArH), 7.38-7.40 (d, 2H, J=8 Hz, ArH) ; MS(FD) 156(... Starting materials: O=C(CCCCCCCCCCCC)C=1C=C(OC1)[Si](C)(C)C (4-(1-ketotridecyl)-2-trimethylsilylfuran), O=C(CCCCCCCCCCCC)C=1C=C(OC1)[Si](C)(C)C (4-(1-ketotridecyl)-2-trimethylsilylfuran), BrCC(=O)OCC (ethyl bromoacetate), C(C)(=O)OC(C)=O (acetic anhydride). Reagents/catalysts: [Zn] (zinc). Run in C1=CC=CC=C1 (benzene). Reaction conditions: time 14 hour. Yields the product C(CCCCCCCCCCC)C(=CC(=O)OCC)C=1C=C(OC1)[Si](C)(C)C (Ethyl 3-dodecyl-3-(2-trimethylsilyl-4-furyl)-2-propenoate). Reaction SMILES: O=[C:2]([C:15]1[CH:16]=[C:17]([Si:20]([CH3:23])([CH3:22])[CH3:21])[O:18][CH:19]=1)[CH2:3][CH2:4][CH2:5][CH2:6][CH2:7][CH2:8][CH2:9][CH2:10][CH2:11][CH2:12][CH2:13][CH3:14].Br[CH2:25][C:26]([O:28][CH2:29][CH3:30])=[O:27].C(OC(=O)C)(=O)C>C1C=CC=CC=1.[Zn]>[CH2:3]([C:2]([C:15]1[CH:16]=[C:17]([Si:20]([CH3:23])([CH3:22])[CH3:21])[O:18][CH:19]=1)=[CH:25][C:26]([O:28][CH2:29][CH3:30])=[O:27])[CH2:4][CH2:5][CH2:6][CH2:7][CH2:8][CH2:9][CH2:10][CH2:11][CH2:12][CH2:13][CH3:14]. Procedure: A mixture of 4-(1-ketotridecyl)-2-trimethylsilylfuran (Compound 26, 84.5 mg, 0.25 mmol), zinc (100 mg, 1.53 mmol) and ethyl bromoacetate (105 mg, 0.63 mmol) in benzene (6 ml) was refluxed for 2 hours. After cooling to 0°, acetic anhydride (83 ul, 0.88 mmol) was added. Stirring was continued for 14 hours while the cooling bath attained room temperature. The mixture was washed with 5% sodium bicarbonate and water. Evaporation of the dried (magnesium sulfate) organic phase gave a residue which was ... Starting materials: C(C)(=O)OC1=CC=C(C=C1)C1=CN=C(O1)C(CCCCCCC1=CC=CC=C1)O[Si](C)(C)C(C)(C)C (4-(2-(1-(tert-butyldimethylsilyloxy)-7-phenylheptyl)oxazol-5-yl)phenyl acetate), [N+](CCCC)(CCCC)(CCCC)CCCC.[F-] (Bu4NF). Solvent: CCOC(=O)C (EtOAc). Conditions: time 5 hour. Yields the product OC1=CC=C(C=C1)C1=CN=C(O1)C(CCCCCCC1=CC=CC=C1)=O (1-(5-(4-Hydroxyphenyl)oxazol-2-yl)-7-phenylheptan-1-one). Yield: 11.6%. As a reaction SMILES: C([O:4][C:5]1[CH:10]=[CH:9][C:8]([C:11]2[O:15][C:14]([CH:16]([O:29][Si](C(C)(C)C)(C)C)[CH2:17][CH2:18][CH2:19][CH2:20][CH2:21][CH2:22][C:23]3[CH:28]=[CH:27][CH:26]=[CH:25][CH:24]=3)=[N:13][CH:12]=2)=[CH:7][CH:6]=1)(=O)C.[N+](CCCC)(CCCC)(CCCC)CCCC.[F-]>CCOC(C)=O>[OH:4][C:5]1[CH:6]=[CH:7][C:8]([C:11]2[O:15][C:14]([C:16](=[O:29])[CH2:17][CH2:18][CH2:19][CH2:20][CH2:21][CH2:22][C:23]3[CH:24]=[CH:25][CH:26]=[CH:27][CH:28]=3)=[N:13][CH:12]=2)=[CH:9][CH:10]=1 |f:1.2|. Procedure details: The title compound was prepared from 4-(2-(1-(tert-butyldimethylsilyloxy)-7-phenylheptyl)oxazol-5-yl)phenyl acetate (30 mg, 0.059 mmol) following General Procedure D except the reaction with Bu4NF stirred for 5 h. Preparative thin layer chromatography (40% EtOAc) yielded the title compound as a white solid (2.4 mg, 10%): 1H NMR (CDCl3, 600 MHz) δ 7.66 (d, 2H, J=8.4 Hz), 7.37 (s, 1H), 7.27-7.25 (m, 2H), 7.17-7.16 (m, 3H), 6.91 (d, 2H, J=8.4 Hz), 3.06 (t, 2H, J=7.5 Hz), 2.60 (t, 2H, J=7.5 Hz), 1.7... Starting materials: Cc1nc(Br)cs1, O=C([O-])[O-], C1COCCO1, CC1Cc2ccc(B3OC(C)(C)C(C)(C)O3)cc2CN1c1cc(N2CCN(C)CC2)nc(N)n1, ClCCl, [K+], [K+], O. Product: Cc1nc(-c2ccc3c(c2)CN(c2cc(N4CCN(C)CC4)nc(N)n2)C(C)C3)cs1. RXN SMILES: [Br:35][c:36]1[n:37][c:38]([CH3:41])[s:39][cH:40]1.[C:42](=[O:43])([O-:44])[O-:45].[CH2:51]1[O:52][CH2:53][CH2:54][O:55][CH2:56]1.[CH3:1][N:2]1[CH2:3][CH2:4][N:5]([c:8]2[n:9][c:10]([NH2:34])[n:11][c:12]([N:14]3[CH2:15][c:16]4[cH:17][c:18]([B:25]5[O:26][C:27]([CH3:28])([CH3:29])[C:30]([CH3:31])([CH3:32])[O:33]5)[cH:19][cH:20][c:21]4[CH2:22][CH:23]3[CH3:24])[cH:13]2)[CH2:6][CH2:7]1.[Cl:48][CH2:49][Cl:50].[K+:46].[K+:47].[OH2:57]>>[CH3:1][N:2]1[CH2:3][CH2:4][N:5]([c:8]2[n:9][c:10]([NH2:34])[n:11][c:12]([N:14]3[CH2:15][c:16]4[cH:17][c:18](-[c:36]5[n:37][c:38]([CH3:41])[s:39][cH:40]5)[cH:19][cH:20][c:21]4[CH2:22][CH:23]3[CH3:24])[cH:13]2)[CH2:6][CH2:7]1. The reactants are OCCN (2-Hydroxyethylamine), C1(CCCCCCC1)Br (cyclooctyl bromide). Yields the product C1(CCCCCCC1)NCCO (N-cyclooctyl-N-(2-hydroxyethyl)amine). RXN SMILES: [OH:1][CH2:2][CH2:3][NH2:4].[CH:5]1(Br)[CH2:12][CH2:11][CH2:10][CH2:9][CH2:8][CH2:7][CH2:6]1>>[CH:5]1([NH:4][CH2:3][CH2:2][OH:1])[CH2:12][CH2:11][CH2:10][CH2:9][CH2:8][CH2:7][CH2:6]1. Procedure details: 2-Hydroxyethylamine was reacted with cyclooctyl bromide according to Method B2a to give N-cyclooctyl-N-(2-hydroxyethyl)amine. The alcohol was reacted with SOCl2 according to Method B7c to give N-cyclooctyl-N-(2-chloroethyl)ammonium chloride. The chloroethylamine was reacted with 2-methyl-4-nitrophenyl isothiocyanate to give 2-(2-methyl-4-nitrophenylimino)-3-cyclooctyl-1,3-thiazolidine. Starting materials: C(=O)(N1C=NC=C1)N1C=NC=C1 (1,1′-carbonyldiimidazol), C=1C=CC(=C(C1)CC(=O)O)NC=2C(=CC=CC2Cl)Cl (diclofenac), N[C@@H](CC1=CNC=N1)C(=O)O (histidine). The solvent is O1CCCC1 (tetrahydrofuran). Yields the product ClC1=C(C(=CC=C1)Cl)NC1=C(C=CC=C1)CC(=O)ON[C@@H](CC1=CNC=N1)C(=O)O ([2-[(2,6-dichlorophenyl)amino] benzeneacetyloxy] (L)-histidine). RXN SMILES: [CH:1]1[CH:2]=[CH:3][C:4]([NH:11][C:12]2[C:13]([Cl:19])=[CH:14][CH:15]=[CH:16][C:17]=2[Cl:18])=[C:5]([CH2:7][C:8]([OH:10])=[O:9])[CH:6]=1.C(N1C=CN=C1)(N1C=CN=C1)=O.[NH2:32][C@H:33]([C:40]([OH:42])=[O:41])[CH2:34][C:35]1[N:39]=[CH:38][NH:37][CH:36]=1>O1CCCC1>[Cl:19][C:13]1[CH:14]=[CH:15][CH:16]=[C:17]([Cl:18])[C:12]=1[NH:11][C:4]1[CH:3]=[CH:2][CH:1]=[CH:6][C:5]=1[CH2:7][C:8]([O:10][NH:32][C@H:33]([C:40]([OH:42])=[O:41])[CH2:34][C:35]1[N:39]=[CH:38][NH:37][CH:36]=1)=[O:9]. Procedure: To a diclofenac solution (3 g, 10.13 mmoles) in tetrahydrofuran (50 ml) cooled at 0° C., 1,1′-carbonyldiimidazol (1.69 g, 10.13 mmoles) is added under stirring. After 10 minutes the solution is treated with (L) histidine (1.57 g, 10.13 mmoles) and left under stirring at room temperature for 4 hours. The reaction mixture is concentrated under vacuum, treated with methylene chloride and then washed in sequence with HCl 1% and then with water. The organic phase is anhydrified with sodium sulphate a... The reactants are ClC1=NN=CC2=CC(=CC=C12)S(=O)(=O)N(C=1SC=CN1)CC1=C(C=C(C=C1)OC)OC (1-chloro-N-(2,4-dimethoxybenzyl)-N-(thiazol-2-yl)phthalazine-6-sulfonamide), ClC1=CC(=C(C=C1)B(O)O)OC ((4-chloro-2-methoxyphenyl)boronic acid), Pd(AmPhos)2Cl2, P(=O)([O-])([O-])[O-].[K+].[K+].[K+] (potassium phosphate), O1CCOCC1 (1,4-dioxane). The solvent is O (water). Reaction conditions: temperature 90 celsius, time 2 hour. Yields the product ClC1=CC(=C(C=C1)C1=NN=CC2=CC(=CC=C12)S(=O)(=O)NC=1SC=CN1)OC (1-(4-chloro-2-methoxyphenyl)-N-(thiazol-2-yl)phthalazine-6-sulfonamide). Isolated yield 51.7%. As a reaction SMILES: Cl[C:2]1[C:11]2[C:6](=[CH:7][C:8]([S:12]([N:15](CC3C=CC(OC)=CC=3OC)[C:16]3[S:17][CH:18]=[CH:19][N:20]=3)(=[O:14])=[O:13])=[CH:9][CH:10]=2)[CH:5]=[N:4][N:3]=1.[Cl:32][C:33]1[CH:38]=[CH:37][C:36](B(O)O)=[C:35]([O:42][CH3:43])[CH:34]=1.P([O-])([O-])([O-])=O.[K+].[K+].[K+].O1CCOCC1>O>[Cl:32][C:33]1[CH:38]=[CH:37][C:36]([C:2]2[C:11]3[C:6](=[CH:7][C:8]([S:12]([NH:15][C:16]4[S:17][CH:18]=[CH:19][N:20]=4)(=[O:13])=[O:14])=[CH:9][CH:10]=3)[CH:5]=[N:4][N:3]=2)=[C:35]([O:42][CH3:43])[CH:34]=1 |f:2.3.4.5|. Procedure: A vial was charged with 1-chloro-N-(2,4-dimethoxybenzyl)-N-(thiazol-2-yl)phthalazine-6-sulfonamide (Intermediate AAAA) (56.22 mg, 0.118 mmol), (4-chloro-2-methoxyphenyl)boronic acid (Combi-Blocks, San Diego, Calif., 26.4 mg, 0.141 mmol), Pd(AmPhos)2Cl2 (4.17 mg, 5.89 μmol), potassium phosphate (75 mg, 0.354 mmol), 1,4-dioxane (442 μl), and water (147 μl). The vial was flushed with Ar (g), then sealed and heated in a microwave reactor for 30 min h at 90° C. LC/MS showed fairly clean protected pro...